The task is: describe an organic reaction: reactants, conditions, products, and yield. This data is from the Open Reaction Database (ORD), a public repository of structured organic reaction records. Reactants: COC(CC1=COC2=C1C=CC(=C2)O)=O ((6-hydroxy-benzofuran-3-yl)-acetic acid methyl ester), FC(C1=CC=C(COC2=CC(=CC=C2)CCl)C=C1)(F)F (1-(4-trifluoromethyl-benzyloxy)-3-chloromethyl-benzene). Product: FC(C1=CC=C(COC=2C=C(COC3=CC4=C(C(=CO4)CC(=O)O)C=C3)C=CC2)C=C1)(F)F ({6-[3-(4-Trifluoromethyl-benzyloxy)-benzyloxy]-benzofuran-3-yl}-acetic acid). As a reaction SMILES: C[O:2][C:3](=[O:15])[CH2:4][C:5]1[C:9]2[CH:10]=[CH:11][C:12]([OH:14])=[CH:13][C:8]=2[O:7][CH:6]=1.[F:16][C:17]([F:35])([F:34])[C:18]1[CH:33]=[CH:32][C:21]([CH2:22][O:23][C:24]2[CH:29]=[CH:28][CH:27]=[C:26]([CH2:30]Cl)[CH:25]=2)=[CH:20][CH:19]=1>>[F:16][C:17]([F:34])([F:35])[C:18]1[CH:33]=[CH:32][C:21]([CH2:22][O:23][C:24]2[CH:25]=[C:26]([CH:27]=[CH:28][CH:29]=2)[CH2:30][O:14][C:12]2[CH:11]=[CH:10][C:9]3[C:5]([CH2:4][C:3]([OH:2])=[O:15])=[CH:6][O:7][C:8]=3[CH:13]=2)=[CH:20][CH:19]=1. Reported procedure: The title compound was prepared in the manner analogous to step 1 of Example 80 using (6-hydroxy-benzofuran-3-yl)-acetic acid methyl ester and 1-(4-trifluoromethyl-benzyloxy)-3-chloromethyl-benzene. MS m/z 471 (M+1). The reactants are CC(=O)OC(C)=O, O=CO, CCOCCON=C(C(=O)OCC)c1csc(N)n1. The product is CCOCCON=C(C(=O)OCC)c1csc(NC=O)n1. RXN SMILES: [CH3:20][C:21](=[O:22])[O:23][C:24](=[O:25])[CH3:26].[CH:27]([OH:28])=[O:29].[NH2:1][c:2]1[s:3][cH:4][c:5]([C:7]([C:8](=[O:9])[O:10][CH2:11][CH3:12])=[N:13][O:14][CH2:15][CH2:16][O:17][CH2:18][CH3:19])[n:6]1>>[NH:1]([c:2]1[s:3][cH:4][c:5]([C:7]([C:8](=[O:9])[O:10][CH2:11][CH3:12])=[N:13][O:14][CH2:15][CH2:16][O:17][CH2:18][CH3:19])[n:6]1)[CH:21]=[O:22]. Starting materials: Nc1ccc(Br)cc1, COc1ccc2c(Cl)nc(Nc3cc(C)[nH]n3)cc2c1. The product is COc1ccc2c(Nc3ccc(Br)cc3)nc(Nc3cc(C)[nH]n3)cc2c1. Reaction SMILES: [Br:21][c:22]1[cH:23][cH:24][c:25]([NH2:28])[cH:26][cH:27]1.[Cl:1][c:2]1[n:3][c:4]([NH:14][c:15]2[n:16][nH:17][c:18]([CH3:20])[cH:19]2)[cH:5][c:6]2[cH:7][c:8]([O:12][CH3:13])[cH:9][cH:10][c:11]12>>[c:2]1([NH:28][c:25]2[cH:24][cH:23][c:22]([Br:21])[cH:27][cH:26]2)[n:3][c:4]([NH:14][c:15]2[n:16][nH:17][c:18]([CH3:20])[cH:19]2)[cH:5][c:6]2[cH:7][c:8]([O:12][CH3:13])[cH:9][cH:10][c:11]12. Reactants: ClC1=CC=C(C=C1)S(=O)[O-].[Na+] (sodium 4-chlorobenzenesulfinate), Cl.ClCC=1N=CSC1 (4-(chloromethyl)thiazole hydrochloride), C(C)(=O)[O-].[K+] (potassium acetate). The solvent is C(CC)O (1-propanol). Reaction conditions: temperature 70 celsius, time 21 hour. The product is ClC1=CC=C(C=C1)S(=O)(=O)CC=1N=CSC1 (4-(4-Chlorophenylsulfonylmethyl)thiazole). Reaction SMILES: [Cl:1][C:2]1[CH:7]=[CH:6][C:5]([S:8]([O-:10])=[O:9])=[CH:4][CH:3]=1.[Na+].Cl.Cl[CH2:14][C:15]1[N:16]=[CH:17][S:18][CH:19]=1.C([O-])(=O)C.[K+]>C(O)CC>[Cl:1][C:2]1[CH:7]=[CH:6][C:5]([S:8]([CH2:14][C:15]2[N:16]=[CH:17][S:18][CH:19]=2)(=[O:10])=[O:9])=[CH:4][CH:3]=1 |f:0.1,2.3,4.5|. Procedure details: To 1-propanol (10 ml) were added sodium 4-chlorobenzenesulfinate (359 mg, 1.81 mmol), 4-(chloromethyl)thiazole hydrochloride (307 mg, 1.81 mmol) and potassium acetate (354 mg, 3.61 mmol) and the mixture was stirred at 70° C. for 21 hours. After cooling the reaction mixture to room temperature, the solvent was concentrated under reduced pressure. Ethyl acetate was added to the residue. The mixture was washed successively with water and brine and then dried over anhydrous sodium sulfate. After fil... Starting materials: BrBr (Bromine), C(C)(=O)C1=CC=C(OCC(=O)OC(C)C)C=C1 (isopropyl 4-acetylphenoxyacetate). The solvent is C1=CC=CC=C1 (benzene). Reaction conditions: time 15 minute. Product: BrCC(=O)C1=CC=C(OCC(=O)OC(C)C)C=C1 (isopropyl 4-(bromoacetyl)phenoxyacetate). As a reaction SMILES: [Br:1]Br.[C:3]([C:6]1[CH:19]=[CH:18][C:9]([O:10][CH2:11][C:12]([O:14][CH:15]([CH3:17])[CH3:16])=[O:13])=[CH:8][CH:7]=1)(=[O:5])[CH3:4]>C1C=CC=CC=1>[Br:1][CH2:4][C:3]([C:6]1[CH:19]=[CH:18][C:9]([O:10][CH2:11][C:12]([O:14][CH:15]([CH3:16])[CH3:17])=[O:13])=[CH:8][CH:7]=1)=[O:5]. Reported procedure: Bromine (12g.) was added dropwise to a stirred solution of isopropyl 4-acetylphenoxyacetate (17.6g.) in benzene (200ml.) over 30 minutes. The solution was stirred for a further 15 minutes and then evaporated. The residue was crystallised from ether/hexane to give isopropyl 4-(bromoacetyl)phenoxyacetate, m.p. 60°-61° C. Starting materials: COC(C1=C(C(=CC=C1)NC1=NC=C(C=C1)OC)OC[C@@H]1OC1)=O ((R)-methyl-3-(5-methoxypyridin-2-ylamino)-2-(oxirane-2-ylmethoxy)benzoate), C(=O)([O-])[O-].[K+].[K+] (K2CO3). The solvent is CN(C=O)C (dimethylformamide). Run at temperature 100 celsius, time 5 hour. Yields the product COC(=O)C1=CC=CC2=C1OC[C@@H](N2C2=NC=C(C=C2)OC)CO ((S)-methyl-3-(hydroxymethyl)-4-(5-methoxypyridin-2-yl)-3,4-dihydro-2H-benzo[b][1,4]oxazine-8-carboxylate). Isolated yield 94.6%. As a reaction SMILES: [CH3:1][O:2][C:3](=[O:24])[C:4]1[CH:9]=[CH:8][CH:7]=[C:6]([NH:10][C:11]2[CH:16]=[CH:15][C:14]([O:17][CH3:18])=[CH:13][N:12]=2)[C:5]=1[O:19][CH2:20][C@H:21]1[CH2:23][O:22]1.C([O-])([O-])=O.[K+].[K+]>CN(C)C=O>[CH3:1][O:2][C:3]([C:4]1[C:5]2[O:19][CH2:20][C@H:21]([CH2:23][OH:22])[N:10]([C:11]3[CH:16]=[CH:15][C:14]([O:17][CH3:18])=[CH:13][N:12]=3)[C:6]=2[CH:7]=[CH:8][CH:9]=1)=[O:24] |f:1.2.3|. Procedure: To a solution of (R)-methyl-3-(5-methoxypyridin-2-ylamino)-2-(oxiran-2-ylmethoxy)benzoate 0.53 g (1.6 mmol) of step 5 in dimethylformamide 5 mL was added K2CO3 0.28 g (2.0 mmol), followed by stirring at 100° C. for 5 hrs. The reaction mixture is cooled to room temperature, concentrated in a vacuum, diluted with ethylacetate, and washed with distilled water and a saturated NaCl solution. After drying over magnesium sulfate and concentration in a vacuum, purification by column chromatography (deve...